Dataset: the Open Reaction Database (ORD), a public repository of structured organic reaction records. Task: describe an organic reaction: reactants, conditions, products, and yield Starting materials: solution, C(CCC)C=1N=C(SC1CN1C=CC=2C1=NC=C(C2)OC)C2=CC=C(C=C2)C(F)(F)F (1-[4-Butyl-2-(4-trifluoromethyl-phenyl)-thiazol-5-ylmethyl]-5-methoxy-1H-pyrrolo[2,3- b]pyridine), C(C)(=O)OCC (ethyl acetate). Solvent: ClCCl (dichloromethane), ClCCl (dichloromethane). The product is C(CCC)C=1N=C(SC1CN1C=CC=2C1=NC=C(C2)O)C2=CC=C(C=C2)C(F)(F)F (1-[4-Butyl-2-(4-trifluoromethylphenyl)-thiazol-5-ylmethyl]-1H-pyrrolo[2,3-b]pyridin-5-ol). The yield is 113.0%. Reaction SMILES: [CH2:1]([C:5]1[N:6]=[C:7]([C:22]2[CH:27]=[CH:26][C:25]([C:28]([F:31])([F:30])[F:29])=[CH:24][CH:23]=2)[S:8][C:9]=1[CH2:10][N:11]1[C:15]2=[N:16][CH:17]=[C:18]([O:20]C)[CH:19]=[C:14]2[CH:13]=[CH:12]1)[CH2:2][CH2:3][CH3:4].C(OCC)(=O)C>ClCCl>[CH2:1]([C:5]1[N:6]=[C:7]([C:22]2[CH:27]=[CH:26][C:25]([C:28]([F:30])([F:29])[F:31])=[CH:24][CH:23]=2)[S:8][C:9]=1[CH2:10][N:11]1[C:15]2=[N:16][CH:17]=[C:18]([OH:20])[CH:19]=[C:14]2[CH:13]=[CH:12]1)[CH2:2][CH2:3][CH3:4]. Procedure: 850 mg 1-[4-Butyl-2-(4-trifluoromethyl-phenyl)-thiazol-5-ylmethyl]-5-methoxy-1H-pyrrolo[2,3- b]pyridine was dissolved in 50 ml dichloromethane. At −78° C. 1.90 ml of a 1 molar solution of borontribromide in dichloromethane was added. The reaction mixture was allowed to warm up to room temperature. Then the reaction mixture was heated under reflux for additional two hours. 150 ml ethyl acetate were added and the mixture washed with 50 ml of a one molar solution of hydrochloric acid. The organic l... Starting materials: CCN(CC)C1=CC2=C(C=C1)C3(C4=CC=CC=C4C(=O)O3)C5=CC(=C(C=C5O2)C)NC6=CC=CC=C6 (N-102), D3, C(Cl)Cl (methylene chloride), P(=O)([O-])([O-])[O-] (phosphate), C[C@H](CCCC(C)C)[C@H]1CC[C@@H]\2[C@@]1(CCC/C2=C\C=C/3\C[C@H](C[C@@H](C3=C)O)O)C (1α-hydroxyvitamin D3). The solvent is C(C)O (ethanol). Conditions: time 48 hour. The product is C[C@H](CCCC(C)(C)O)[C@H]1CC[C@@H]\2[C@@]1(CCC/C2=C\C=C/3\C[C@H](C[C@@H](C3=C)O)O)C (1α,25-dihydroxyvitamin D3). As a reaction SMILES: CCN(C1C=CC2C3(C4C(OC=2C=1)=CC(C)=C(NC1C=CC=CC=1)C=4)OC(=[O:20])C1C3=CC=CC=1)CC.P([O-])([O-])([O-])=O.[CH3:42][C@@H:43]([C@@H:50]1[C@@:54]2([CH3:70])[CH2:55][CH2:56][CH2:57]/[C:58](=[CH:59]\[CH:60]=[C:61]3\[CH2:62][C@@H:63]([OH:69])[CH2:64][C@H:65]([OH:68])[C:66]\3=[CH2:67])/[C@@H:53]2[CH2:52][CH2:51]1)[CH2:44][CH2:45][CH2:46][CH:47]([CH3:49])[CH3:48].C(Cl)Cl>C(O)C>[CH3:42][C@@H:43]([C@@H:50]1[C@@:54]2([CH3:70])[CH2:55][CH2:56][CH2:57]/[C:58](=[CH:59]\[CH:60]=[C:61]3\[CH2:62][C@@H:63]([OH:69])[CH2:64][C@H:65]([OH:68])[C:66]\3=[CH2:67])/[C@@H:53]2[CH2:52][CH2:51]1)[CH2:44][CH2:45][CH2:46][C:47]([OH:20])([CH3:48])[CH3:49]. Procedure details: Nocardia autotrophica N-102 in the same BG medium (100 ml/500 ml-Erlenmeyer flask) as used in Example 1 was cultured at 28° C. under the aerobic conditions for 48 hours. To the culture medium were added 10 ml of a 5% PMCD solution (0.01 M phosphate buffer, pH 7.0) and a solution of 0.1% 1α-hydroxyvitamin D3 in 1 ml of ethanol (in the amount of 140 mol of PMCD relative to 1 mol of 1α-hydroxytvitamin D3). After cultivation for a further 2 hours, methylene chloride was added to the flask, and analy... Reactants: intermediate, CCN(C(C)C)C(C)C (DIPEA), ClC(Cl)(OC(OC(Cl)(Cl)Cl)=O)Cl (triphosgene), BrC=1C=CC(=NC1)N1N=C(C=C1C(F)(F)F)C1=NOC(N1)=O (3-(1-(5-Bromopyridin-2-yl)-5-(trifluoromethyl)-1H-pyrazol-3-yl)-1,2,4-oxadiazol-5(4H)-one). The solvent is C(Cl)Cl (DCM), C(Cl)Cl (DCM). Reaction conditions: time 1 hour. Product: BrC=1C=CC(=NC1)N1N=C(C=C1C(F)(F)F)C1=NOC(N1C)=O (3-(1-(5-Bromopyridin-2-yl)-5-(trifluoromethyl)-1H-pyrazol-3-yl)-4-methyl-1,2,4-oxadiazol-5(4H)-one). Yield: 88.0%. As a reaction SMILES: [Br:1][C:2]1[CH:3]=[CH:4][C:5]([N:8]2[C:12]([C:13]([F:16])([F:15])[F:14])=[CH:11][C:10]([C:17]3[NH:21][C:20](=[O:22])[O:19][N:18]=3)=[N:9]2)=[N:6][CH:7]=1.[CH3:23]CN(C(C)C)C(C)C.ClC(Cl)(OC(=O)OC(Cl)(Cl)Cl)Cl>C(Cl)Cl>[Br:1][C:2]1[CH:3]=[CH:4][C:5]([N:8]2[C:12]([C:13]([F:14])([F:16])[F:15])=[CH:11][C:10]([C:17]3[N:21]([CH3:23])[C:20](=[O:22])[O:19][N:18]=3)=[N:9]2)=[N:6][CH:7]=1. Procedure details: Step-4: 3-(1-(5-Bromopyridin-2-yl)-5-(trifluoromethyl)-1H-pyrazol-3-yl)-1,2,4-oxadiazol-5(4H)-one: To a stirred and (0° C.) cooled solution of step-3 intermediate (106 mg, 0.303 mmol) and DIPEA (0.106 mL, 0.606 mmol) in DCM (15 mL) was added drop-wise a solution of triphosgene (35 mg, 0.121 mmol) in DCM (3 mL). The reaction was stirred at room temperature for 1 h before quenching with ice water (5 mL). Water (10 mL) was added to the above mixture followed by DCM (25 mL). The layers were separate... The reactants are ClC1=CC=C(C=C1)C1=CC=C(C=C1)S(=O)(=O)CCC1=C(C2=CC=CC=C2C=C1)C(=O)OC (Methyl 2-[2-[(4′-chloro[1,1′-biphenyl]-4-yl)sulfonyl]ethyl]-1-naphthalenecarboxylate), C1CCOC1 (THF), O[Li].O (LiOH.H2O). The solvent is CO (MeOH), O (H2O), O (H2O). Reaction conditions: temperature 80 celsius, time 16 hour. Product: ClC1=CC=C(C=C1)C1=CC=C(C=C1)S(=O)(=O)CCC1=C(C2=CC=CC=C2C=C1)C(=O)O (2-[2-[(4′-chloro[1,1′-biphenyl]-4-yl)sulfonyl]ethyl]-1-naphthalenecarboxylic Acid). Yield: 17.2%. Reaction SMILES: [Cl:1][C:2]1[CH:7]=[CH:6][C:5]([C:8]2[CH:13]=[CH:12][C:11]([S:14]([CH2:17][CH2:18][C:19]3[CH:28]=[CH:27][C:26]4[C:21](=[CH:22][CH:23]=[CH:24][CH:25]=4)[C:20]=3[C:29]([O:31]C)=[O:30])(=[O:16])=[O:15])=[CH:10][CH:9]=2)=[CH:4][CH:3]=1.C1COCC1.O[Li].O>CO.O>[Cl:1][C:2]1[CH:3]=[CH:4][C:5]([C:8]2[CH:13]=[CH:12][C:11]([S:14]([CH2:17][CH2:18][C:19]3[CH:28]=[CH:27][C:26]4[C:21](=[CH:22][CH:23]=[CH:24][CH:25]=4)[C:20]=3[C:29]([OH:31])=[O:30])(=[O:15])=[O:16])=[CH:10][CH:9]=2)=[CH:6][CH:7]=1 |f:2.3|. Procedure details: To a solution of Example 8A (0.12 g, 0.26 mmoL) in MeOH (3 mL), H2O (3 mL), and THF (15 mL) was added LiOH.H2O (0.17 g, 3.84 mmoL). The mixture was stirred at 80° C. for 16 hours, poured into H2O, and extracted with ethyl acetate. The combined organic extracts were washed with brine, dried (MgSO4), filtered, and concentrated. Purification on silica gel with 2% MeOH/CH2Cl2 provided 0.02 g (20%) of the desired compound.